The task is: describe an organic reaction: reactants, conditions, products, and yield. This data is from the Open Reaction Database (ORD), a public repository of structured organic reaction records. Reactants: CC(CO)(CC=C)C (2,2-Dimethyl-4-penten-1-ol), [H-].[Na+] (NaH), CS(=O)C ((CH3)2SO), CI (CH3I). Run in CCOCC (ether), CCOCC (ether), O (water), CCOCC (ether). The product is COCC(CC=C)(C)C (2,2-Dimethyl-4-pentenyl Methyl Ether). The yield is 25.4%. As a reaction SMILES: [H-].[Na+].CS(C)=O.[CH3:7][C:8]([CH3:14])([CH2:11][CH:12]=[CH2:13])[CH2:9][OH:10].[CH3:15]I>CCOCC.O>[CH3:15][O:10][CH2:9][C:8]([CH3:14])([CH3:7])[CH2:11][CH:12]=[CH2:13] |f:0.1|. Reported procedure: Under nitrogen, 2.211 g NaH was suspended in 50 mL dry ether in a three-necked round bottom flask. Anhydrous (CH3)2SO (5.0 mL) was added. The flask was cooled with ice. 2,2-Dimethyl-4-penten-1-ol (7.0 g) in 13 mL anhydrous ether was added dropwise through an addition funnel. The solution was then refluxed overnight. Upon cooling in ice, 43.56 g CH3I (5 eq) was added through an addition funnel. Soon a white precipitate was seen. The slurry was refluxed for 4 h. Upon cooling, water and ether were ... Reactants: C(=O)O (Formic acid), C(C)(=O)OC(C)=O (acetic anhydride), OCCN1C=C(C(C2=CC=C(N=C12)C)=O)C(=O)O (1,4-dihydro-1(2-hydroxyethyl)-7-methyl-4-oxo-1,8-naphthyridine-3-carboxylic acid). Run in N1=CC=CC=C1 (pyridine). Yields the product C(=O)OCCN1C=C(C(C2=CC=C(N=C12)C)=O)C(=O)O (1(2-Formyloxyethyl)-1,4-dihydro-7-methyl-4-oxo-1,8-naphthyridine-3-carboxylic acid). RXN SMILES: [CH:1]([OH:3])=[O:2].C(OC(=O)C)(=O)C.O[CH2:12][CH2:13][N:14]1[C:23]2[C:18](=[CH:19][CH:20]=[C:21]([CH3:24])[N:22]=2)[C:17](=[O:25])[C:16]([C:26]([OH:28])=[O:27])=[CH:15]1>N1C=CC=CC=1>[CH:1]([O:3][CH2:12][CH2:13][N:14]1[C:23]2[C:18](=[CH:19][CH:20]=[C:21]([CH3:24])[N:22]=2)[C:17](=[O:25])[C:16]([C:26]([OH:28])=[O:27])=[CH:15]1)=[O:2]. Procedure details: Formic acid (1.1 ml) was added to acetic anhydride (2.2 ml) which was cooled to 0°-5°. The mixture was heated at 50° for 15 minutes, cooled to 0° and added to 1,4-dihydro-1(2-hydroxyethyl)-7-methyl-4-oxo-1,8-naphthyridine-3-carboxylic acid (1.5 g) in pyridine (12 ml), also cooled to 0°. The mixture warmed to room temperature and after 1 hour the solid was collected, washed with pyridine and dried, m.p. 213°-214° (85 %). Starting materials: CC(C)Br, CN(C)C=O, [H-], [Na+], O=C1Nc2ccccc2Oc2ccccc21. The product is CC(C)N1C(=O)c2ccccc2Oc2ccccc21. As a reaction SMILES: [CH3:17][CH:18]([CH3:19])[Br:20].[CH3:23][N:24]([CH3:25])[CH:26]=[O:27].[H-:21].[Na+:22].[cH:1]1[cH:2][cH:3][cH:4][c:5]2[c:6]1[C:7](=[O:16])[NH:8][c:9]1[c:10]([cH:12][cH:13][cH:14][cH:15]1)[O:11]2>>[cH:1]1[cH:2][cH:3][cH:4][c:5]2[c:6]1[C:7](=[O:16])[N:8]([CH:18]([CH3:17])[CH3:19])[c:9]1[c:10]([cH:12][cH:13][cH:14][cH:15]1)[O:11]2.